From a dataset of the Open Reaction Database (ORD), a public repository of structured organic reaction records. describe an organic reaction: reactants, conditions, products, and yield Procedure details: A stirred mixture of 8.5 g of 1-methyl-3-(4-cyano-3-(diethylamino)-5-isothiazolyl)urea in 17 ml of concentrated sulfuric acid was heated at 100° during 11/4 hours. The reaction mixture was poured into 250 ml of stirred ice-water. The mixture became unstirrable and was then carefully poured into 1 liter of saturated sodium bicarbonate solution. The mixture was stirred during one and a quarter hours, filtered cold, and washed with cold water. The collected solid was recrystallized twice from ethan... The solvent is S(O)(O)(=O)=O (sulfuric acid). Yields the product CNC(=O)NC1=C(C(=NS1)N(CC)CC)C(N)=O (1-methyl-3-(4-carbamoyl-3-(diethylamino)-5-isothiazolyl)urea). As a reaction SMILES: [CH3:1][NH:2][C:3]([NH:5][C:6]1[S:10][N:9]=[C:8]([N:11]([CH2:14][CH3:15])[CH2:12][CH3:13])[C:7]=1[C:16]#[N:17])=[O:4].C(=O)(O)[O-:19].[Na+]>S(=O)(=O)(O)O>[CH3:1][NH:2][C:3]([NH:5][C:6]1[S:10][N:9]=[C:8]([N:11]([CH2:14][CH3:15])[CH2:12][CH3:13])[C:7]=1[C:16](=[O:19])[NH2:17])=[O:4] |f:1.2|. Reactants: ice water, CNC(=O)NC1=C(C(=NS1)N(CC)CC)C#N (1-methyl-3-(4-cyano-3-(diethylamino)-5-isothiazolyl)urea), C([O-])(O)=O.[Na+] (sodium bicarbonate). The reactants are ClCC(=O)C1=C2C=CC(NC2=C(C=C1)OC(CCl)=O)=O (5-chloroacetyl-8-chloroacetoxycarbostyril). The solvent is Cl (hydrochloric acid). Reaction conditions: time 2 hour. The product is ClCC(=O)C1=C2C=CC(NC2=C(C=C1)O)=O (5-chloroacetyl-8-hydroxycarbostyril). The yield is 85.5%. RXN SMILES: [Cl:1][CH2:2][C:3]([C:5]1[CH:14]=[CH:13][C:12]([O:15]C(=O)CCl)=[C:11]2[C:6]=1[CH:7]=[CH:8][C:9](=[O:20])[NH:10]2)=[O:4]>Cl>[Cl:1][CH2:2][C:3]([C:5]1[CH:14]=[CH:13][C:12]([OH:15])=[C:11]2[C:6]=1[CH:7]=[CH:8][C:9](=[O:20])[NH:10]2)=[O:4]. Reported procedure: 1.7 g of the 5-chloroacetyl-8-chloroacetoxycarbostyril (VI) obtained in Example 5 was added to 50 ml of 10% aqueous hydrochloric acid followed by stirring at 95° to 100° C. for 2 hours. After cooling, the precipitated crystals were filtered, washed with water and then recrystallized from methanol to obtain 1.1 g of 5-chloroacetyl-8-hydroxycarbostyril (IV) having a melting point of 285°-286° C. (with decomposition) as pale yellow crystals. Reported procedure: To a solution of 4,5-diphenyloxazole (990 mg) in THF (15 ml) was added n-BuLi (1.56M solution in hexane, 2.87 ml) at −60° C. and stirred for 1 hour. To the mixture was added a solution of 2-(3-methoxy-2-methylbenzyl)cyclohexanone (945 mg) in THF (4 ml), warmed to 5° C., and stirred for 2 hours. To the reaction mixture was added 1N HCl and extracted with EtOAc. The organic layer was washed with water, saturated sodium hydrogen carbonate, water, and brine, dried over magnesium sulfate, evaporated ... Conditions: temperature 5 celsius, time 1 hour. RXN SMILES: [C:1]1([C:7]2[N:8]=[CH:9][O:10][C:11]=2[C:12]2[CH:17]=[CH:16][CH:15]=[CH:14][CH:13]=2)[CH:6]=[CH:5][CH:4]=[CH:3][CH:2]=1.[Li]CCCC.[CH3:23][O:24][C:25]1[C:26]([CH3:39])=[C:27]([CH:36]=[CH:37][CH:38]=1)[CH2:28][CH:29]1[CH2:34][CH2:33][CH2:32][CH2:31][C:30]1=O.Cl>C1COCC1>[CH3:23][O:24][C:25]1[C:26]([CH3:39])=[C:27]([CH:36]=[CH:37][CH:38]=1)[CH2:28][CH:29]1[CH2:34][CH2:33][CH2:32][CH:31]=[C:30]1[C:9]1[O:10][C:11]([C:12]2[CH:13]=[CH:14][CH:15]=[CH:16][CH:17]=2)=[C:7]([C:1]2[CH:6]=[CH:5][CH:4]=[CH:3][CH:2]=2)[N:8]=1. The yield is 67.2%. Reactants: C1(=CC=CC=C1)C=1N=COC1C1=CC=CC=C1 (4,5-diphenyloxazole), [Li]CCCC (n-BuLi), COC=1C(=C(CC2C(CCCC2)=O)C=CC1)C (2-(3-methoxy-2-methylbenzyl)cyclohexanone), Cl (HCl). The product is COC=1C(=C(CC2C(=CCCC2)C=2OC(=C(N2)C2=CC=CC=C2)C2=CC=CC=C2)C=CC1)C (2-[1-(3-methoxy-2-methylbenzyl)-2-cyclohexen-2-yl]-4,5-diphenyloxazole). The solvent is C1CCOC1 (THF), C1CCOC1 (THF). Starting materials: C(C)(=O)OC1=C(C=C(C=C1)CC(=O)O)OCC ((4-acetoxy-3-ethoxyphenyl)-acetic acid), C(CC)O (1-propanol), C(CC)O (1-propanol). Reagents/catalysts: OS(=O)(=O)O (H2SO4). The solvent is C(C)OCC (diethyl ether). Run at temperature 90 celsius. The product is C(CC)OC(CC1=CC(=C(C=C1)O)OCC)=O ((3-ethoxy-4-hydroxyphenyl)-acetic acid propyl ester). Reaction SMILES: C([O:4][C:5]1[CH:10]=[CH:9][C:8]([CH2:11][C:12]([OH:14])=[O:13])=[CH:7][C:6]=1[O:15][CH2:16][CH3:17])(=O)C.[CH2:18](O)[CH2:19][CH3:20]>OS(O)(=O)=O.C(OCC)C>[CH2:18]([O:14][C:12](=[O:13])[CH2:11][C:8]1[CH:9]=[CH:10][C:5]([OH:4])=[C:6]([O:15][CH2:16][CH3:17])[CH:7]=1)[CH2:19][CH3:20]. Reported procedure: Intermediate 4 (1.40 g, 5.87 mmol) was dissolved in an excess of 1-propanol (50 mL), concentrated H2SO4 (3 drops) was added, and the mixture was heated at 90° C. for ˜18 hours. The volume of 1-propanol was reduced under vacuum, then the mixture was diluted with diethyl ether, washed with saturated sodium bicarbonate solution (2×), distilled water (1×), brine (1×), dried over magnesium sulfate and solvent was removed under vacuum, giving intermediate 5 as a yellow oil.